From a dataset of the Open Reaction Database (ORD), a public repository of structured organic reaction records. describe an organic reaction: reactants, conditions, products, and yield Reactants: ice water, FC1=CC=C(C=C1)CN1C(=NC2=C1C=CC=C2)N2CCCNCCC2 (1-[1-(4-fluorophenylmethyl)-1H-benzimidazol-2-yl]-1,5-diazacyclooctane), COC(=O)CCC1=CC=C(CCBr)C=C1 (4-(2-methoxycarbonylethyl)phenethyl bromide), C([O-])([O-])=O.[Na+].[Na+] (sodium carbonate), [I-].[K+] (potassium iodide). Solvent: CN(C=O)C (N,N-dimethylformamide). Conditions: temperature 100 celsius. Yields the product FC1=CC=C(C=C1)CN1C(=NC2=C1C=CC=C2)N2CCCN(CCC2)CCC2=CC=C(C=C2)CCC(=O)OC (1-[1-(4-fluorophenylmethyl)-1H-benzimidazol-2-yl]-5-[2-[4-(2-methoxycarbonylethyl)phenyl]ethyl]-1,5-diazacyclooctane). Isolated yield 61.5%. As a reaction SMILES: [F:1][C:2]1[CH:7]=[CH:6][C:5]([CH2:8][N:9]2[C:13]3[CH:14]=[CH:15][CH:16]=[CH:17][C:12]=3[N:11]=[C:10]2[N:18]2[CH2:25][CH2:24][CH2:23][NH:22][CH2:21][CH2:20][CH2:19]2)=[CH:4][CH:3]=1.[CH3:26][O:27][C:28]([CH2:30][CH2:31][C:32]1[CH:40]=[CH:39][C:35]([CH2:36][CH2:37]Br)=[CH:34][CH:33]=1)=[O:29].C(=O)([O-])[O-].[Na+].[Na+].[I-].[K+]>CN(C)C=O>[F:1][C:2]1[CH:3]=[CH:4][C:5]([CH2:8][N:9]2[C:13]3[CH:14]=[CH:15][CH:16]=[CH:17][C:12]=3[N:11]=[C:10]2[N:18]2[CH2:25][CH2:24][CH2:23][N:22]([CH2:37][CH2:36][C:35]3[CH:39]=[CH:40][C:32]([CH2:31][CH2:30][C:28]([O:27][CH3:26])=[O:29])=[CH:33][CH:34]=3)[CH2:21][CH2:20][CH2:19]2)=[CH:6][CH:7]=1 |f:2.3.4,5.6|. Reported procedure: To a solution of 1-[1-(4-fluorophenylmethyl)-1H-benzimidazol-2-yl]-1,5-diazacyclooctane (12.1 g) in N,N-dimethylformamide (70 ml) were added 4-(2-methoxycarbonylethyl)phenethyl bromide (9.49 g), sodium carbonate (3.71 g) and potassium iodide (0.58 g), and the mixture was heated at 100° C. for 1 hour. The reaction mixture was poured into an ice-water (200 ml), and the mixture was extracted with methylene chloride (200 ml). The extract was washed with water, and dried over anhydrous MgSO4. The sol... As a reaction SMILES: [Cl:1][C:2]1[CH:3]=[C:4]([CH:6]=[CH:7][C:8]=1[Cl:9])[NH2:5].[CH2:10]([O:12][C:13](=[O:18])[C:14](Br)([CH3:16])[CH3:15])[CH3:11].C(N(C(C)C)CC)(C)C.[Na+].[I-]>C1COCC1>[Cl:1][C:2]1[CH:3]=[C:4]([NH:5][C:14]([CH3:16])([C:13]([O:12][CH2:10][CH3:11])=[O:18])[CH3:15])[CH:6]=[CH:7][C:8]=1[Cl:9] |f:3.4|. Run at temperature 110 celsius, time 20 minute. Starting materials: C(C)OC(C(C)(C)Br)=O (ethyl-2-bromoisobutyrate), C(C)(C)N(CC)C(C)C (diisopropylethylamine), [Na+].[I-] (NaI), ClC=1C=C(N)C=CC1Cl (3,4-dichloroaniline). Product: ClC=1C=C(C=CC1Cl)NC(C)(C(=O)OCC)C (ethyl N-(3,4-dichlorophenyl)-2-methylalaninate). Solvent: C1CCOC1 (THF). Procedure: A 15-mL sealed tube equipped with a magnetic stirring bar was charged with 3,4-dichloroaniline (1.63 g, 10.0 mmol) and treated with ethyl-2-bromoisobutyrate (1.6 mL, 11 mmol), diisopropylethylamine (1.9 mL, 11.0 mmol), and NaI (824 mg, 0.600 mmol). The vessel was sealed tightly, heated to 110° C. and maintained at that temperature for 48 h. After allowing the reaction mixture to cool to room temperature, the reaction was diluted with THF and the solids were filtered off. The filtrate was collect... Isolated yield 61.9%. The reactants are ClCCl, CC(C)(C)OC(=O)NC1CC(N2Cc3cn(S(C)(=O)=O)nc3C2)COC1c1cc(F)c(F)cc1F, O=C(O)C(F)(F)F. Yields the product CS(=O)(=O)n1cc2c(n1)CN(C1COC(c3cc(F)c(F)cc3F)C(N)C1)C2. Reaction SMILES: [Cl:43][CH2:44][Cl:45].[F:1][c:2]1[c:3]([CH:10]2[O:11][CH2:12][CH:13]([N:24]3[CH2:25][c:26]4[n:27][n:28]([S:32](=[O:33])(=[O:34])[CH3:35])[cH:29][c:30]4[CH2:31]3)[CH2:14][CH:15]2[NH:16][C:17](=[O:18])[O:19][C:20]([CH3:21])([CH3:22])[CH3:23])[cH:4][c:5]([F:9])[c:6]([F:8])[cH:7]1.[OH:36][C:37]([C:38]([F:39])([F:40])[F:41])=[O:42]>>[F:1][c:2]1[c:3]([CH:10]2[O:11][CH2:12][CH:13]([N:24]3[CH2:25][c:26]4[n:27][n:28]([S:32](=[O:33])(=[O:34])[CH3:35])[cH:29][c:30]4[CH2:31]3)[CH2:14][CH:15]2[NH2:16])[cH:4][c:5]([F:9])[c:6]([F:8])[cH:7]1. The reactants are ClC1=C(OC2=C(C=CC(=C2)OC2=C(C=C(C=C2)Cl)Cl)[N+](=O)[O-])C=CC(=C1)Cl (2,4-bis(2,4-dichlorophenoxy)nitrobenzene), NCCC(=O)O (β-alanine), C(=O)([O-])[O-].[K+].[K+] (K2CO3). The solvent is C(C)#N (acetonitrile). Run at time 1 hour. Product: [N+](=O)([O-])C1=C(C=C(C=C1)OC1=C(C=C(C=C1)Cl)Cl)NCCC(=O)O (3-[N-{2-nitro-5-(2,4-dichlorophenoxy)phenyl}amino]propionic acid). RXN SMILES: ClC1C=C(Cl)C=CC=1O[C:5]1[CH:10]=[C:9]([O:11][C:12]2[CH:17]=[CH:16][C:15]([Cl:18])=[CH:14][C:13]=2[Cl:19])[CH:8]=[CH:7][C:6]=1[N+:20]([O-:22])=[O:21].[NH2:28][CH2:29][CH2:30][C:31]([OH:33])=[O:32].C([O-])([O-])=O.[K+].[K+]>C(#N)C>[N+:20]([C:6]1[CH:7]=[CH:8][C:9]([O:11][C:12]2[CH:17]=[CH:16][C:15]([Cl:18])=[CH:14][C:13]=2[Cl:19])=[CH:10][C:5]=1[NH:28][CH2:29][CH2:30][C:31]([OH:33])=[O:32])([O-:22])=[O:21] |f:2.3.4|. Procedure: Amounts of 8.90 g of 2,4-bis(2,4-dichlorophenoxy)nitrobenzene, 5.35 g of β-alanine and 11.06 g of K2CO3 were added to 50 ml acetonitrile. The reaction mixture was refluxed for 5 days. After evaporating the solvent the residue was stirred with 150 ml of water and 100 ml of diethylether for 1 hour. The water phase was acidified with conc. hydrochloric acid and extracted with methylene chloride. After drying and evaporating the solvent the organic layer yielded the desired product as a yellow cryst... RXN SMILES: [BH4-:1].[CH3:22][OH:23].[F:3][c:4]1[c:5]([CH:19]=[O:20])[c:6]([C:15]([F:16])([F:17])[F:18])[n:7][n:8]1-[c:9]1[cH:10][cH:11][cH:12][cH:13][cH:14]1.[Na+:2].[OH2:21]>>[F:3][c:4]1[c:5]([CH2:19][OH:20])[c:6]([C:15]([F:16])([F:17])[F:18])[n:7][n:8]1-[c:9]1[cH:10][cH:11][cH:12][cH:13][cH:14]1. Starting materials: [BH4-], CO, O=Cc1c(C(F)(F)F)nn(-c2ccccc2)c1F, [Na+], O. Product: OCc1c(C(F)(F)F)nn(-c2ccccc2)c1F. Reagents/catalysts: [Zn] (zinc). Solvent: C(C)(=O)O (acetic acid). The product is FC(C(CC[C@@H]1[C@H](C(C[C@H]1O)=O)C\C=C/CCCCCC(=O)O)=O)(CCCC)F ((Z)-9-(1R)-[(2R,3R)-2-(4,4-difluoro-3-oxooctyl)-3-hydroxy-5-oxocyclopentyl]-7-nonenoic acid). Procedure details: A solution of the compound (46) (0.272 g) in acetic acid (10 ml) was treated with zinc (3.5 g) added in portions at the room temperature for 2.5 hours. The resultant mixture was worked up with the conventional procedure and the residue was subjected to silicagel column chromatography to give the titled compound (57). Yield: 0.177 g (81%). Reactants: FC(C(CC[C@@H]1[C@H](C(C[C@H]1O)=O)C\C=C/CCCCCC(=O)OCC(=O)C1=CC=CC=C1)=O)(CCCC)F (phenacyl (Z)-9-(1R)-[(2R,3R)-2-{4,4-difluoro-3-oxooctyl}-3-hydroxy-5-oxocyclopentyl}-7-nonenoate), resultant mixture. RXN SMILES: [F:1][C:2]([F:38])([CH2:34][CH2:35][CH2:36][CH3:37])[C:3](=[O:33])[CH2:4][CH2:5][C@H:6]1[C@H:10]([OH:11])[CH2:9][C:8](=[O:12])[C@@H:7]1[CH2:13]/[CH:14]=[CH:15]\[CH2:16][CH2:17][CH2:18][CH2:19][CH2:20][C:21]([O:23]CC(C1C=CC=CC=1)=O)=[O:22]>C(O)(=O)C.[Zn]>[F:1][C:2]([F:38])([CH2:34][CH2:35][CH2:36][CH3:37])[C:3](=[O:33])[CH2:4][CH2:5][C@H:6]1[C@H:10]([OH:11])[CH2:9][C:8](=[O:12])[C@@H:7]1[CH2:13]/[CH:14]=[CH:15]\[CH2:16][CH2:17][CH2:18][CH2:19][CH2:20][C:21]([OH:23])=[O:22]. Reactants: [H-].[Na+] (sodium hydride), BrC=1C=C(C=NC1)N (5-bromopyridin-3-amine), ClC1=C(C(=NC2=CC(=CC(=C12)F)F)C1=NC=CC(=C1)C)C (4-chloro-5,7-difluoro-3-methyl-2-(4-methylpyridin-2-yl)quinoline), [H-].[Na+] (sodium hydride). Solvent: CN(C)C=O (DMF). Reaction conditions: time 6 hour. The product is BrC=1C=C(C=NC1)NC1=C(C(=NC2=CC(=CC(=C12)F)F)C1=NC=CC(=C1)C)C (N-(5-Bromopyridin-3-yl)-5,7-difluoro-3-methyl-2-(4-methylpyridin-2-yl)-quinolin-4-amine). Reaction SMILES: [Br:1][C:2]1[CH:3]=[C:4]([NH2:8])[CH:5]=[N:6][CH:7]=1.[H-].[Na+].Cl[C:12]1[C:21]2[C:16](=[CH:17][C:18]([F:23])=[CH:19][C:20]=2[F:22])[N:15]=[C:14]([C:24]2[CH:29]=[C:28]([CH3:30])[CH:27]=[CH:26][N:25]=2)[C:13]=1[CH3:31]>CN(C=O)C>[Br:1][C:2]1[CH:3]=[C:4]([NH:8][C:12]2[C:21]3[C:16](=[CH:17][C:18]([F:23])=[CH:19][C:20]=3[F:22])[N:15]=[C:14]([C:24]3[CH:29]=[C:28]([CH3:30])[CH:27]=[CH:26][N:25]=3)[C:13]=2[CH3:31])[CH:5]=[N:6][CH:7]=1 |f:1.2|. Procedure: A screwcap vial was charged with a solution of 5-bromopyridin-3-amine (273 mg, 1.58 mmol) in dry DMF (8 mL) under nitrogen. To this stirring solution was slowly added sodium hydride (63.0 mg, 1.58 mmol), followed 5 min later by 4-chloro-5,7-difluoro-3-methyl-2-(4-methylpyridin-2-yl)quinoline (400 mg, 1.31 mmol). The reaction mixture was then stirred at rt for 6 h. Additional portions of sodium hydride (1.2 equivalents) were added after 2 and 4 h of stirring. Upon completion, the reaction was que... Yields the product NC1=NC=C(C=C1NS(=O)(=O)C)Br (N-(2-amino-5-bromopyridin-3-yl)methanesulfonamide), hydrochloride salt. Run in CO (methanol). Reported procedure: A solution of tert-butyl 5-bromo-3-(methylsulfonamido)pyridin-2-ylcarbamate (57 mg, 0.15 mmol) in methanol (1 mL) and HCl (4 M in dioxane, 375 uL, 1.5 mmol) was heated to 60° C. for 90 min. The volatile materials were then removed in vacuo to provide N-(2-amino-5-bromopyridin-3-yl)methanesulfonamide as its hydrochloride salt in quantitative yield. 1H NMR (400 MHz, DMSO-d6) δ 9.10 (br s, 1H), 7.95 (d, 1H), 7.54 (d, 1H), 6.42 (br s, 1H), 3.02 (s, 3H); MS (EI) for C6H8BrN3O2S: 266, 268 (Br isotopes... Starting materials: BrC=1C=C(C(=NC1)NC(OC(C)(C)C)=O)NS(=O)(=O)C (tert-butyl 5-bromo-3-(methylsulfonamido)pyridin-2-ylcarbamate), Cl (HCl). Reaction SMILES: [Br:1][C:2]1[CH:3]=[C:4]([NH:16][S:17]([CH3:20])(=[O:19])=[O:18])[C:5]([NH:8]C(=O)OC(C)(C)C)=[N:6][CH:7]=1.Cl>CO>[NH2:8][C:5]1[C:4]([NH:16][S:17]([CH3:20])(=[O:19])=[O:18])=[CH:3][C:2]([Br:1])=[CH:7][N:6]=1.